From a dataset of the Open Reaction Database (ORD), a public repository of structured organic reaction records. describe an organic reaction: reactants, conditions, products, and yield Reaction SMILES: [Br:12][C:13]([C:14](=[O:15])[O:16][CH2:17][CH3:18])([CH3:19])[CH3:20].[C:21](=[O:22])([O-:23])[O-:24].[K+:25].[K+:26].[O:27]=[CH:28][N:29]([CH3:30])[CH3:31].[OH:1][c:2]1[cH:3][cH:4][c:5]2[cH:6][cH:7][n:8][cH:9][c:10]2[cH:11]1>>[O:1]([c:2]1[cH:3][cH:4][c:5]2[cH:6][cH:7][n:8][cH:9][c:10]2[cH:11]1)[C:13]([C:14](=[O:15])[O:16][CH2:17][CH3:18])([CH3:19])[CH3:20]. Starting materials: CCOC(=O)C(C)(C)Br, O=C([O-])[O-], [K+], [K+], CN(C)C=O, Oc1ccc2ccncc2c1. Product: CCOC(=O)C(C)(C)Oc1ccc2ccncc2c1. Reactants: Cc1cccc(C)c1C=O, CCO, I, N=C(NN)NCc1ccccc1, [Na+], [OH-]. Yields the product Cc1cccc(C)c1C=NNC(=N)NCc1ccccc1. Reaction SMILES: [CH3:1][c:2]1[c:3]([CH:4]=[O:5])[c:6]([CH3:10])[cH:7][cH:8][cH:9]1.[CH3:26][CH2:27][OH:28].[IH:11].[NH2:12][NH:13][C:14](=[NH:15])[NH:16][CH2:17][c:18]1[cH:19][cH:20][cH:21][cH:22][cH:23]1.[Na+:25].[OH-:24]>>[CH3:1][c:2]1[c:3]([CH:4]=[N:12][NH:13][C:14](=[NH:15])[NH:16][CH2:17][c:18]2[cH:19][cH:20][cH:21][cH:22][cH:23]2)[c:6]([CH3:10])[cH:7][cH:8][cH:9]1. Reactants: CC1=C(C(=CC=C1)[N+](=O)[O-])C1=CC(CC(C1)(C)C)(C)C (1-methyl-3-nitro-2-(3,3,5,5-tetramethylcyclohex-1-enyl)benzene), [Cl-].[NH4+] (ammonium chloride), C(C)O (ethanol). Reagents/catalysts: [Fe] (iron). Solvent: O (water), C(C)(=O)OCC (Ethyl acetate), CN(C=O)C (dimethylformamide), O (water). Conditions: temperature 90 celsius, time 30 minute. Yields the product CC=1C(=C(C=CC1)N)C1=CC(CC(C1)(C)C)(C)C (3-Methyl -2-(3,3,5,5-tetramethylcyclohex-1-enyl)phenylamine). Isolated yield 74.4%. As a reaction SMILES: [CH3:1][C:2]1[CH:7]=[CH:6][CH:5]=[C:4]([N+:8]([O-])=O)[C:3]=1[C:11]1[CH2:16][C:15]([CH3:18])([CH3:17])[CH2:14][C:13]([CH3:20])([CH3:19])[CH:12]=1.[Cl-].[NH4+].C(O)C>[Fe].O.C(OCC)(=O)C.CN(C)C=O>[CH3:1][C:2]1[C:3]([C:11]2[CH2:16][C:15]([CH3:18])([CH3:17])[CH2:14][C:13]([CH3:20])([CH3:19])[CH:12]=2)=[C:4]([NH2:8])[CH:5]=[CH:6][CH:7]=1 |f:1.2|. Procedure: A mixture of the 1-methyl-3-nitro-2-(3,3,5,5-tetramethylcyclohex-1-enyl)benzene (1 g, 3.66 mmol) produced in Example (71a), iron powder (631 mg, 11.0 mmol), ammonium chloride (783 mg, 14.6 mmol), ethanol (15 mL), water (6 mL) and dimethylformamide (1 mL) was stirred for 3 hours and 30 minutes at an external temperature of 90° C. under a nitrogen atmosphere. Ethyl acetate and water were added to the reaction mixture, and it was filtered through Celite. The filtrate was then extracted with ethyl a... RXN SMILES: C([O:5][C:6](=[O:43])[CH2:7][N:8]1[C:16]2[C:11](=[CH:12][CH:13]=[C:14]([O:17][CH:18]([C:27]3[S:31][C:30]([C:32]4[CH:37]=[CH:36][C:35]([C:38]([F:41])([F:40])[F:39])=[CH:34][CH:33]=4)=[N:29][C:28]=3[CH3:42])[CH2:19][CH2:20][CH:21]3[O:26][CH2:25][CH2:24][CH2:23][O:22]3)[CH:15]=2)[CH:10]=[CH:9]1)(C)(C)C.[Li+].[OH-]>>[O:26]1[CH2:25][CH2:24][CH2:23][O:22][CH:21]1[CH2:20][CH2:19][CH:18]([C:27]1[S:31][C:30]([C:32]2[CH:33]=[CH:34][C:35]([C:38]([F:41])([F:40])[F:39])=[CH:36][CH:37]=2)=[N:29][C:28]=1[CH3:42])[O:17][C:14]1[CH:15]=[C:16]2[C:11]([CH:10]=[CH:9][N:8]2[CH2:7][C:6]([OH:43])=[O:5])=[CH:12][CH:13]=1 |f:1.2|. Yields the product O1C(OCCC1)CCC(OC1=CC=C2C=CN(C2=C1)CC(=O)O)C1=C(N=C(S1)C1=CC=C(C=C1)C(F)(F)F)C ([rac]-(6-{3-[1,3]dioxan-2-yl-1-[4-methyl-2-(4-trifluoromethyl-phenyl)-thiazol-5-yl]-propoxy}-indol-1-yl)-acetic acid). Starting materials: C(C)(C)(C)OC(CN1C=CC2=CC=C(C=C12)OC(CCC1OCCCO1)C1=C(N=C(S1)C1=CC=C(C=C1)C(F)(F)F)C)=O ([rac]-(6-{3-[1,3]dioxan-2-yl-1-[4-methyl-2-(4-trifluoromethyl-phenyl)-thiazol-5-yl]-propoxy}-indol-1-yl)-acetic acid tert-butyl ester), [Li+].[OH-] (LiOH). Procedure: In analogy to the procedure described in example 2 c], [rac]-(6-{3-[1,3]dioxan-2-yl-1-[4-methyl-2-(4-trifluoromethyl-phenyl)-thiazol-5-yl]-propoxy}-indol-1-yl)-acetic acid tert-butyl ester was treated with LiOH to obtain [rac]-(6-{3-[1,3]dioxan-2-yl-1-[4-methyl-2-(4-trifluoromethyl-phenyl)-thiazol-5-yl]-propoxy}-indol-1-yl)-acetic acid as yellow oil. Starting materials: COC(=O)c1ccc(CBr)cc1, O=C([O-])[O-], COc1cc(OC)c(CN(OCc2ccccc2)C(=O)CCC2C(=O)OC(C)(C)OC2=O)c(OC)c1, CC[N+](CC)(CC)Cc1ccccc1, CC#N, [Cl-], [K+], [K+]. Product: COC(=O)c1ccc(CC2(CCC(=O)N(Cc3c(OC)cc(OC)cc3OC)OCc3ccccc3)C(=O)OC(C)(C)OC2=O)cc1. RXN SMILES: [Br:37][CH2:38][c:39]1[cH:40][cH:41][c:42]([C:43](=[O:44])[O:45][CH3:46])[cH:47][cH:48]1.[C:49](=[O:50])([O-:51])[O-:52].[CH2:1]([c:2]1[cH:3][cH:4][cH:5][cH:6][cH:7]1)[O:8][N:9]([C:10]([CH2:11][CH2:12][CH:13]1[C:14](=[O:22])[O:15][C:16]([CH3:20])([CH3:21])[O:17][C:18]1=[O:19])=[O:23])[CH2:24][c:25]1[c:26]([O:35][CH3:36])[cH:27][c:28]([O:33][CH3:34])[cH:29][c:30]1[O:31][CH3:32].[CH2:56]([N+:57]([CH2:58][CH3:59])([CH2:60][CH3:61])[CH2:62][CH3:63])[c:64]1[cH:65][cH:66][cH:67][cH:68][cH:69]1.[CH3:70][C:71]#[N:72].[Cl-:55].[K+:53].[K+:54]>>[CH2:1]([c:2]1[cH:3][cH:4][cH:5][cH:6][cH:7]1)[O:8][N:9]([C:10]([CH2:11][CH2:12][C:13]1([CH2:38][c:39]2[cH:40][cH:41][c:42]([C:43](=[O:44])[O:45][CH3:46])[cH:47][cH:48]2)[C:14](=[O:22])[O:15][C:16]([CH3:20])([CH3:21])[O:17][C:18]1=[O:19])=[O:23])[CH2:24][c:25]1[c:26]([O:35][CH3:36])[cH:27][c:28]([O:33][CH3:34])[cH:29][c:30]1[O:31][CH3:32]. The reactants are CC(=O)C (acetone), C(C)C1=CC=C(C(=O)Cl)C=C1 (4-ethyl benzoyl choride), Cl (hydrochloric acid), N[C@H](CC1=CC=CC=C1)C(=O)O (D-Phenylalanine), CC(=O)C (acetone). Solvent: [OH-].[Na+] (sodium hydroxide), [OH-].[Na+] (sodium hydroxide). The product is C(C)C1=CC=C(C(=O)N[C@H](CC2=CC=CC=C2)C(=O)O)C=C1 (N-(4-etylbenzoyl)-D-phenylalanine). Isolated yield 84.1%. Reaction SMILES: [NH2:1][C@@H:2]([C:10]([OH:12])=[O:11])[CH2:3][C:4]1[CH:9]=[CH:8][CH:7]=[CH:6][CH:5]=1.CC(C)=O.[CH2:17]([C:19]1[CH:27]=[CH:26][C:22]([C:23](Cl)=[O:24])=[CH:21][CH:20]=1)[CH3:18].Cl>[OH-].[Na+]>[CH2:17]([C:19]1[CH:27]=[CH:26][C:22]([C:23]([NH:1][C@@H:2]([C:10]([OH:12])=[O:11])[CH2:3][C:4]2[CH:9]=[CH:8][CH:7]=[CH:6][CH:5]=2)=[O:24])=[CH:21][CH:20]=1)[CH3:18] |f:4.5|. Procedure: D-Phenylalanine 2 g (12 mmole) was dissolved in 10% aqueous sodium hydroxide solution (10 ml), and acetone (10 ml) was added. An acetone (5 ml) solution of 4-ethyl benzoyl choride (2.5 g, 15 mmole) and a 10% aqueous sodium hydroxide solution were added dropwise to the mixture obtained above while stirring and cooling with ice over 20 minutes, the reaction solution being maintained at pH 10. The reaction solution was returned to the room temperature, stirred for 3 hours, and made an acidic with a... Reactants: ClC=1C=CC(=C(C1)/C=C/C(=O)OC(C)(C)C)C(F)F ((E)-tert-Butyl 3-(5-chloro-2-(difluoromethyl)phenyl)acrylate), C(=O)(C(F)(F)F)O (TFA). The solvent is C(Cl)Cl (DCM). Reaction conditions: time 1 hour. Product: ClC=1C=CC(=C(C1)/C=C/C(=O)O)C(F)F ((E)-3-(5-Chloro-2-(difluoromethyl)phenyl)acrylic acid). Isolated yield 102.1%. As a reaction SMILES: [Cl:1][C:2]1[CH:3]=[CH:4][C:5]([CH:17]([F:19])[F:18])=[C:6](/[CH:8]=[CH:9]/[C:10]([O:12]C(C)(C)C)=[O:11])[CH:7]=1.C(O)(C(F)(F)F)=O>C(Cl)Cl>[Cl:1][C:2]1[CH:3]=[CH:4][C:5]([CH:17]([F:18])[F:19])=[C:6](/[CH:8]=[CH:9]/[C:10]([OH:12])=[O:11])[CH:7]=1. Procedure: To a solution of Intermediate 14B (232 mg, 0.804 mmol) in DCM (2.0 mL) was added TFA (2.0 mL, 26.0 mmol). The reaction was stirred under argon at rt. After 1 h, the solvent was removed and residue was dried to give Intermediate 14 (191 mg, 100%) as tan solid. 1H NMR (400 MHz, MeOD) δ 7.99 (dt, J=15.8, 1.5 Hz, 1H), 7.83 (s, 1H), 7.60 (d, J=8.3 Hz, 1H), 7.55-7.48 (m, 1H), 7.01 (t, J=54.6 Hz, 1H), 6.51 (d, J=15.8 Hz, 1H). 19F NMR (376 MHz, MEOD) δ −111.67 (s, 2F) ppm. MS (ESI) m/z: 233.1 (M+H)+. Reactants: COC(=O)c1cc([N+](=O)[O-])c(C(F)(F)F)cc1N, CO, Cl, [Na+], [OH-]. Yields the product Nc1cc(C(F)(F)F)c([N+](=O)[O-])cc1C(=O)O. RXN SMILES: [CH3:1][O:2][C:3]([c:4]1[c:5]([NH2:17])[cH:6][c:7]([C:13]([F:14])([F:15])[F:16])[c:8]([N+:10](=[O:11])[O-:12])[cH:9]1)=[O:18].[CH3:22][OH:23].[ClH:21].[Na+:20].[OH-:19]>>[O:2]=[C:3]([c:4]1[c:5]([NH2:17])[cH:6][c:7]([C:13]([F:14])([F:15])[F:16])[c:8]([N+:10](=[O:11])[O-:12])[cH:9]1)[OH:18].